This data is from the Open Reaction Database (ORD), a public repository of structured organic reaction records. The task is: describe an organic reaction: reactants, conditions, products, and yield Starting materials: CC(C)C(NC(=O)OC(C)(C)C)C(=O)N(C)CCc1ccccc1, O=C([O-])O, CCOC(C)=O, CC(C)O, Cl, [Na+]. Yields the product CC(C)C(N)C(=O)N(C)CCc1ccccc1. Reaction SMILES: [C:1]([O:2][C:3](=[O:4])[NH:7][CH:8]([CH:9]([CH3:10])[CH3:11])[C:12]([N:13]([CH2:14][CH2:15][c:16]1[cH:17][cH:18][cH:19][cH:20][cH:21]1)[CH3:22])=[O:23])([CH3:5])([CH3:6])[CH3:24].[C:25](=[O:26])([OH:27])[O-:28].[CH3:35][CH2:36][O:37][C:38](=[O:39])[CH3:40].[CH:31]([OH:32])([CH3:33])[CH3:34].[ClH:30].[Na+:29]>>[NH2:7][CH:8]([CH:9]([CH3:10])[CH3:11])[C:12]([N:13]([CH2:14][CH2:15][c:16]1[cH:17][cH:18][cH:19][cH:20][cH:21]1)[CH3:22])=[O:23]. The reactants are C[O-].[Na+] (sodium methanolate), BrC1=CC=2C(C=3C=CC=C4C3N3C2C(=C1)C(C1=C3C(C4(C)C)=CC(=C1)Br)(C)C)(C)C (2,6-dibromo-4,4,8,8,12,12-hexamethyl-8,12-dihydro-4H-benzo[1,9]quinolizino[3,4,5,6,7-defg]acridine), CN(C=O)C (N,N-dimethylformamide). The reagents and catalysts are [Cu]I (copper(I) iodide). Reaction conditions: temperature 100 celsius, time 8 hour. Yields the product COC1=CC=2C(C=3C=CC=C4C3N3C2C(=C1)C(C1=C3C(C4(C)C)=CC(=C1)OC)(C)C)(C)C (2,6-dimethoxy-4,4,8,8,12,12-hexamethyl-8,12-dihydro-4H-benzo[1,9]quinolizino[3,4,5,6,7-defg]acridine). Yield: 70.0%. RXN SMILES: [CH3:1][O-:2].[Na+].Br[C:5]1[CH:18]=[C:17]2[C:19]([CH3:31])([CH3:30])[C:20]3[CH:28]=[C:27](Br)[CH:26]=[C:22]4[C:23]([CH3:25])([CH3:24])[C:13]5[C:14]6[N:15]([C:21]=34)[C:16]2=[C:7]([C:8]([CH3:33])([CH3:32])[C:9]=6[CH:10]=[CH:11][CH:12]=5)[CH:6]=1.CN(C)[CH:36]=[O:37]>[Cu]I>[CH3:1][O:2][C:5]1[CH:18]=[C:17]2[C:19]([CH3:31])([CH3:30])[C:20]3[CH:28]=[C:27]([O:37][CH3:36])[CH:26]=[C:22]4[C:23]([CH3:25])([CH3:24])[C:13]5[C:14]6[N:15]([C:21]=34)[C:16]2=[C:7]([C:8]([CH3:33])([CH3:32])[C:9]=6[CH:10]=[CH:11][CH:12]=5)[CH:6]=1 |f:0.1|. Reported procedure: A flame-dried 50 mL Schlenk flask was equipped with sodium methanolate (1.90 g, 35.1 mmol, 6.5 mL; 5.4 M in MeOH), copper(I) iodide (0.77 g, 4.05 mmol) and 2,6-dibromo-4,4,8,8,12,12-hexamethyl-8,12-dihydro-4H-benzo[1,9]quinolizino[3,4,5,6,7-defg]acridine (0.21 g, 0.40 mmol), suspended in N,N-dimethylformamide (12.4 mL) and degassed with argon for 30 min. This mixture was stirred under an atmosphere of argon at 100° C. overnight. The reaction was stopped by addition of aqueous NH4Cl solution and ... Starting materials: NC1=NN(C(C1)C)C1=CC=CC=C1 (3-amino-5-methyl-1-phenyl-2-pyrazoline), C(C)(=O)OC(C)=O (acetic anhydride), Example 14 ( B ). The reagents and catalysts are CN(C1=CC=NC=C1)C (4-dimethylaminopyridine). Solvent: ClCCl (dichloromethane). Conditions: time 3 hour. The product is CC1CC(=NN1C1=CC=CC=C1)NC(C)=O (N-(5-Methyl-1-phenyl-2-pyrazolin-3-yl)acetamide). RXN SMILES: [NH2:1][C:2]1[CH2:6][CH:5]([CH3:7])[N:4]([C:8]2[CH:13]=[CH:12][CH:11]=[CH:10][CH:9]=2)[N:3]=1.[C:14](OC(=O)C)(=[O:16])[CH3:15]>CN(C)C1C=CN=CC=1.ClCCl>[CH3:7][CH:5]1[N:4]([C:8]2[CH:13]=[CH:12][CH:11]=[CH:10][CH:9]=2)[N:3]=[C:2]([NH:1][C:14](=[O:16])[CH3:15])[CH2:6]1. Procedure: A mixture of 2.0 g. of 3-amino-5-methyl-1-phenyl-2-pyrazoline (prepared in Example 5), 5.0 ml. of acetic anhydride and 100 mg. of 4-dimethylaminopyridine is allowed to stand at room temperature for 3 hours. The mixture is filtered to give a white solid. The solid is dissolved in dichloromethane and is columnized and recrystallized as for Example 14 (B) to give 0.90 g. of the desired product as colorless plates, m.p. 144.5-146.5° C.